Dataset: the Open Reaction Database (ORD), a public repository of structured organic reaction records. Task: describe an organic reaction: reactants, conditions, products, and yield Reactants: C1CCOC1, [Li]CCCC, CCCCCC, O=Cc1cn(Cc2ccc(Cl)cc2)c2ccccc12, Cc1ccc(S(=O)(=O)c2c(-c3ccccn3)ncn2COCC[Si](C)(C)C)cc1. Product: Cc1ccc(S(=O)(=O)c2c(-c3ccccn3)nc(C(O)c3cn(Cc4ccc(Cl)cc4)c4ccccc34)n2COCC[Si](C)(C)C)cc1. As a reaction SMILES: [CH2:60]1[O:61][CH2:62][CH2:63][CH2:64]1.[CH3:30][CH2:31][CH2:32][CH2:33][Li:34].[CH3:35][CH2:36][CH2:37][CH2:38][CH2:39][CH3:40].[Cl:41][c:42]1[cH:43][cH:44][c:45]([CH2:46][n:47]2[cH:48][c:49]([CH:56]=[O:57])[c:50]3[cH:51][cH:52][cH:53][cH:54][c:55]23)[cH:58][cH:59]1.[c:1]1([CH3:29])[cH:2][cH:3][c:4]([S:7](=[O:8])(=[O:9])[c:10]2[c:11](-[c:23]3[n:24][cH:25][cH:26][cH:27][cH:28]3)[n:12][cH:13][n:14]2[CH2:15][O:16][CH2:17][CH2:18][Si:19]([CH3:20])([CH3:21])[CH3:22])[cH:5][cH:6]1>>[c:1]1([CH3:29])[cH:2][cH:3][c:4]([S:7](=[O:8])(=[O:9])[c:10]2[c:11](-[c:23]3[n:24][cH:25][cH:26][cH:27][cH:28]3)[n:12][c:13]([CH:56]([c:49]3[cH:48][n:47]([CH2:46][c:45]4[cH:44][cH:43][c:42]([Cl:41])[cH:59][cH:58]4)[c:55]4[c:50]3[cH:51][cH:52][cH:53][cH:54]4)[OH:57])[n:14]2[CH2:15][O:16][CH2:17][CH2:18][Si:19]([CH3:20])([CH3:21])[CH3:22])[cH:5][cH:6]1. Starting materials: COc1ccc2c(C(=O)O)c[nH]c2c1, [H-], CI, [K+], [Na+], [Na+], CN(C)C=O, [OH-], [OH-]. The product is COc1ccc2c(C(=O)O)cn(C)c2c1. Reaction SMILES: [CH3:1][O:2][c:3]1[cH:4][cH:5][c:6]2[c:7]([C:12](=[O:13])[OH:14])[cH:8][nH:9][c:10]2[cH:11]1.[H-:16].[I:17][CH3:18].[K+:22].[Na+:15].[Na+:20].[O:23]=[CH:24][N:25]([CH3:26])[CH3:27].[OH-:19].[OH-:21]>>[CH3:1][O:2][c:3]1[cH:4][cH:5][c:6]2[c:7]([C:12](=[O:13])[OH:14])[cH:8][n:9]([CH3:18])[c:10]2[cH:11]1. The reactants are CC(=O)O (HOAc), CC[O-].[Na+] (NaOEt), ClC1=NC=C(C(=O)OCC)C(=C1)NCC=1SC=CC1 (ethyl 6-chloro-4-(thiophen-2-ylmethylamino)nicotinate), C(=O)N (HCONH2), CC[O-].[Na+] (NaOEt). Run in O (Water), CN(C)C=O (DMF), CCO (EtOH). Conditions: time 20 minute. Yields the product ClC1=NC=C(C(=O)N)C(=C1)NCC=1SC=CC1 (6-chloro-4-(thiophen-2-ylmethylamino)nicotinamide). Isolated yield 79.2%. RXN SMILES: [Cl:1][C:2]1[CH:12]=[C:11]([NH:13][CH2:14][C:15]2[S:16][CH:17]=[CH:18][CH:19]=2)[C:5]([C:6](OCC)=[O:7])=[CH:4][N:3]=1.C([NH2:22])=O.CC[O-].[Na+].CC(O)=O>CN(C=O)C.CCO.O>[Cl:1][C:2]1[CH:12]=[C:11]([NH:13][CH2:14][C:15]2[S:16][CH:17]=[CH:18][CH:19]=2)[C:5]([C:6]([NH2:22])=[O:7])=[CH:4][N:3]=1 |f:2.3|. Procedure details: To a solution of ethyl 6-chloro-4-(thiophen-2-ylmethylamino)nicotinate (1.54 g, 5.19 mmol) in DMF (8 mL) and HCONH2 (2 mL, 50.3 mmol), NaOEt (21% by wt., 7.80 mL, 20.9 mmol) in EtOH was added. The mixture was stirred at room temperature for 20 min. HOAc (2 mL) was added to neutralize NaOEt. Water was then added to induce precipitation. The precipitate was collected, dried on vacuum to give 6-chloro-4-(thiophen-2-ylmethylamino)nicotinamide as a solid (1.10 g). Starting materials: BrC=1C=C(C(N(C1)C)=O)NC1=NC=C(N=C1)N1[C@H](CN(CC1)C1COC1)C ((S)-5-Bromo-1-methyl-3-(5-(2-methyl-4-(oxetan-3-yl)piperazin-1-yl)pyrazin-2-ylamino)pyridin-2(1H)-one), C(C)(=O)OCC=1C(=NC=CC1B1OC(C(O1)(C)C)(C)C)N1C(C2=CC=3CC(CC3N2CC1)(C)C)=O ((2-{4,4-dimethyl-9-oxo-1,10-diazatricyclo[6.4.0.02,6]dodeca-2(6),7-dien-10-yl}-4-(tetramethyl-1,3,2-dioxaborolan-2-yl)pyridin-3-yl)methyl acetate), C(C)(=O)[O-].[Na+] (sodium acetate), [O-]P(=O)([O-])[O-].[K+].[K+].[K+] (K3PO4). Reagents/catalysts: C1=CC=C(C=C1)P([C-]2C=CC=C2)C3=CC=CC=C3.C1=CC=C(C=C1)P([C-]2C=CC=C2)C3=CC=CC=C3.Cl[Pd]Cl.[Fe+2] (Pd(dppf)Cl2). Solvent: C(C)#N (acetonitrile), O (water). Run at temperature 65 celsius. The product is C(C)(=O)OCC=1C(=NC=CC1C1=CN(C(C(=C1)NC1=NC=C(N=C1)N1[C@H](CN(CC1)C1COC1)C)=O)C)N1C(C2=CC=3CC(CC3N2CC1)(C)C)=O ((2-{4,4-Dimethyl-9-oxo-1,10-diazatricyclo[6.4.0.02,6]dodeca-2(6),7-dien-10-yl}-4-[1-methyl-5-({5-[(2S)-2-methyl-4-(oxetan-3-yl)piperazin-1-yl]pyrazin-2-yl}amino)-6-oxo-1,6-dihydropyridin-3-yl]pyridin-3-yl)methyl Acetate). Yield: 30.7%. RXN SMILES: Br[C:2]1[CH:3]=[C:4]([NH:10][C:11]2[CH:16]=[N:15][C:14]([N:17]3[CH2:22][CH2:21][N:20]([CH:23]4[CH2:26][O:25][CH2:24]4)[CH2:19][C@@H:18]3[CH3:27])=[CH:13][N:12]=2)[C:5](=[O:9])[N:6]([CH3:8])[CH:7]=1.[C:28]([O:31][CH2:32][C:33]1[C:34]([N:48]2[CH2:59][CH2:58][N:57]3[C:50](=[CH:51][C:52]4[CH2:53][C:54]([CH3:61])([CH3:60])[CH2:55][C:56]=43)[C:49]2=[O:62])=[N:35][CH:36]=[CH:37][C:38]=1B1OC(C)(C)C(C)(C)O1)(=[O:30])[CH3:29].C([O-])(=O)C.[Na+].[O-]P([O-])([O-])=O.[K+].[K+].[K+]>C1C=CC(P(C2C=CC=CC=2)[C-]2C=CC=C2)=CC=1.C1C=CC(P(C2C=CC=CC=2)[C-]2C=CC=C2)=CC=1.Cl[Pd]Cl.[Fe+2].C(#N)C.O>[C:28]([O:31][CH2:32][C:33]1[C:34]([N:48]2[CH2:59][CH2:58][N:57]3[C:50](=[CH:51][C:52]4[CH2:53][C:54]([CH3:61])([CH3:60])[CH2:55][C:56]=43)[C:49]2=[O:62])=[N:35][CH:36]=[CH:37][C:38]=1[C:2]1[CH:3]=[C:4]([NH:10][C:11]2[CH:16]=[N:15][C:14]([N:17]3[CH2:22][CH2:21][N:20]([CH:23]4[CH2:26][O:25][CH2:24]4)[CH2:19][C@@H:18]3[CH3:27])=[CH:13][N:12]=2)[C:5](=[O:9])[N:6]([CH3:8])[CH:7]=1)(=[O:30])[CH3:29] |f:2.3,4.5.6.7,8.9.10.11|. Procedure details: A 50-mL single-neck round-bottomed flask equipped with a magnetic stirrer and a reflux condenser was charged with (S)-5-bromo-1-methyl-3-(5-(2-methyl-4-(oxetan-3-yl)piperazin-1-yl)pyrazin-2-ylamino)pyridin-2(1H)-one 230f (200 mg, 0.46 mmol), {3-[(acetoxy)methyl]-2-{4,4-dimethyl-9-oxo-1,10-diazatricyclo[6.4.0.02,6]-dodeca-2(6),7-dien-10-yl}pyridin-4-yl}boronic acid 199e (366 mg, 0.92 mmol), Pd(dppf)Cl2 (38 mg, 0.046 mmol), sodium acetate (126 mg, 0.92 mmol), K3PO4 (196 mg, 0.92 mmol), water (0.5 ... The reactants are [BH4-], CC(=O)c1ccc2c(c1)C(=O)C1(CC1)O2, CC(C)O, [Cl-], [NH4+], [Na+], C1CCOC1. The product is CC(O)c1ccc2c(c1)C(=O)C1(CC1)O2. Reaction SMILES: [BH4-:16].[C:1]([CH3:2])(=[O:3])[c:4]1[cH:5][c:6]2[c:7]([cH:14][cH:15]1)[O:8][C:9]1([C:10]2=[O:11])[CH2:12][CH2:13]1.[CH:25]([OH:26])([CH3:27])[CH3:28].[Cl-:18].[NH4+:19].[Na+:17].[O:20]1[CH2:21][CH2:22][CH2:23][CH2:24]1>>[CH:1]([CH3:2])([OH:3])[c:4]1[cH:5][c:6]2[c:7]([cH:14][cH:15]1)[O:8][C:9]1([C:10]2=[O:11])[CH2:12][CH2:13]1. Yields the product CC(C)CC(NC(=O)C(C)NC(=O)OC(C)(C)C)C(=O)NC1Cc2cccc(N3CCCC3=O)c2N(Cc2ccsc2)C1=O. Starting materials: CC(NC(=O)OC(C)(C)C)C(=O)O, CC(C)CC(N)C(=O)NC1Cc2cccc(N3CCCC3=O)c2N(Cc2ccsc2)C1=O. As a reaction SMILES: [C:33]([CH3:34])([CH3:35])([CH3:36])[O:37][C:38](=[O:39])[NH:40][CH:41]([C:42](=[O:43])[OH:44])[CH3:45].[NH2:1][CH:2]([C:3](=[O:4])[NH:5][CH:6]1[C:7](=[O:28])[N:8]([CH2:22][c:23]2[cH:24][s:25][cH:26][cH:27]2)[c:9]2[c:10]([N:16]3[C:17](=[O:21])[CH2:18][CH2:19][CH2:20]3)[cH:11][cH:12][cH:13][c:14]2[CH2:15]1)[CH2:29][CH:30]([CH3:31])[CH3:32]>>[NH:1]([CH:2]([C:3](=[O:4])[NH:5][CH:6]1[C:7](=[O:28])[N:8]([CH2:22][c:23]2[cH:24][s:25][cH:26][cH:27]2)[c:9]2[c:10]([N:16]3[C:17](=[O:21])[CH2:18][CH2:19][CH2:20]3)[cH:11][cH:12][cH:13][c:14]2[CH2:15]1)[CH2:29][CH:30]([CH3:31])[CH3:32])[C:42]([CH:41]([NH:40][C:38]([O:37][C:33]([CH3:34])([CH3:35])[CH3:36])=[O:39])[CH3:45])=[O:43]. The reactants are CS(=O)(=O)Cl, CCN(C(C)C)C(C)C, ClCCl, Nc1ncc(-c2ccc(CCCO)cc2)nc1C(=O)Nc1cccnc1. The product is CS(=O)(=O)OCCCc1ccc(-c2cnc(N)c(C(=O)Nc3cccnc3)n2)cc1. Reaction SMILES: [CH3:36][S:37]([Cl:38])(=[O:39])=[O:40].[CH:1]([N:2]([CH:3]([CH3:4])[CH3:5])[CH2:6][CH3:7])([CH3:8])[CH3:9].[Cl:41][CH2:42][Cl:43].[NH2:10][c:11]1[c:12]([C:27](=[O:28])[NH:29][c:30]2[cH:31][n:32][cH:33][cH:34][cH:35]2)[n:13][c:14](-[c:17]2[cH:18][cH:19][c:20]([CH2:23][CH2:24][CH2:25][OH:26])[cH:21][cH:22]2)[cH:15][n:16]1>>[NH2:10][c:11]1[c:12]([C:27](=[O:28])[NH:29][c:30]2[cH:31][n:32][cH:33][cH:34][cH:35]2)[n:13][c:14](-[c:17]2[cH:18][cH:19][c:20]([CH2:23][CH2:24][CH2:25][O:26][S:37]([CH3:36])(=[O:39])=[O:40])[cH:21][cH:22]2)[cH:15][n:16]1.